This data is from the Open Reaction Database (ORD), a public repository of structured organic reaction records. The task is: describe an organic reaction: reactants, conditions, products, and yield Starting materials: BrC=1C=C(CNC2=C(C=CC(=C2)F)[N+](=O)[O-])C=CC1 (N-(3-Bromobenzyl)-5-fluoro-2-nitrobenzenamine), N1(CCNCC1)C(=O)OC(C)(C)C (t-butyl piperazine-1-carboxylate), C(C)(C)N(C(C)C)CC (N,N-diisopropylethylamine). The solvent is C(C)#N (acetonitrile). The product is BrC=1C=C(CNC=2C=C(C=CC2[N+](=O)[O-])N2CCN(CC2)C(=O)OC(C)(C)C)C=CC1 (t-Butyl 4-(3-(3-bromobenzylamino)-4-nitrophenyl)piperazine-1-carboxylate). Yield: 29.2%. RXN SMILES: [Br:1][C:2]1[CH:3]=[C:4]([CH:17]=[CH:18][CH:19]=1)[CH2:5][NH:6][C:7]1[CH:12]=[C:11](F)[CH:10]=[CH:9][C:8]=1[N+:14]([O-:16])=[O:15].[N:20]1([C:26]([O:28][C:29]([CH3:32])([CH3:31])[CH3:30])=[O:27])[CH2:25][CH2:24][NH:23][CH2:22][CH2:21]1.C(N(CC)C(C)C)(C)C>C(#N)C>[Br:1][C:2]1[CH:3]=[C:4]([CH:17]=[CH:18][CH:19]=1)[CH2:5][NH:6][C:7]1[CH:12]=[C:11]([N:23]2[CH2:22][CH2:21][N:20]([C:26]([O:28][C:29]([CH3:32])([CH3:31])[CH3:30])=[O:27])[CH2:25][CH2:24]2)[CH:10]=[CH:9][C:8]=1[N+:14]([O-:16])=[O:15]. Reported procedure: N-(3-Bromobenzyl)-5-fluoro-2-nitrobenzenamine (624 mg, 2.2 mmol), t-butyl piperazine-1-carboxylate (414 mg, 2.2 mmol), N,N-diisopropylethylamine (287 mg, 2.2 mmol) were stirred at 80° C. in dry acetonitrile (10 mL) for 16 h. The solvent was evaporated and the residue was dissolved in dichloromethane and washed with water. The dichloromethane was evaporated and the crude compound was purified by silica chromatography using 25% ethyl acetate in hexanes to afford the title compound (316 mg, 32% yie... Reactants: C(C)C(CC)N1C2=C(N(C(C1)=O)C)C(=NC(=C2)C)OC2=C(C=C(C=C2C)C)C (1-(1-Ethyl-propyl)-4,7-dimethyl-5-(2,4,6-trimethyl-phenoxy)-1,4-dihydro-2H-pyrido[3,4-b]pyrazin-3-one), CSC.B (borane dimethylsulfide). The solvent is C1CCOC1 (THF). Run at temperature 0 celsius, time 2 hour. The product is C(C)C(CC)N1C2=C(N(CC1)C)C(=NC(=C2)C)OC2=C(C=C(C=C2C)C)C (1-(1-Ethyl-propyl)-4,7-dimethyl-5-(2,4,6-trimethyl-phenoxy)-1,2,3,4-tetrahydro-pyrido[3,4-b]pyrazine). The yield is 94.0%. RXN SMILES: [CH2:1]([CH:3]([N:6]1[CH2:11][C:10](=O)[N:9]([CH3:13])[C:8]2[C:14]([O:19][C:20]3[C:25]([CH3:26])=[CH:24][C:23]([CH3:27])=[CH:22][C:21]=3[CH3:28])=[N:15][C:16]([CH3:18])=[CH:17][C:7]1=2)[CH2:4][CH3:5])[CH3:2].CSC.B>C1COCC1>[CH2:1]([CH:3]([N:6]1[CH2:11][CH2:10][N:9]([CH3:13])[C:8]2[C:14]([O:19][C:20]3[C:25]([CH3:26])=[CH:24][C:23]([CH3:27])=[CH:22][C:21]=3[CH3:28])=[N:15][C:16]([CH3:18])=[CH:17][C:7]1=2)[CH2:4][CH3:5])[CH3:2] |f:1.2|. Procedure: A mixture of 1-(1-Ethyl-propyl)-4,7-dimethyl-5-(2,4,6-trimethyl-phenoxy)-1,4-dihydro-2H-pyrido[3,4-b]pyrazin-3-one (21 mg, 0.055 mmol) and 2 M borane dimethylsulfide complex (BH3•DMS) (0.07 ml, 0.14 mmol) in 2 ml of dry THF was heated at reflux for 3 hours. The mixture was cooled to 0° C. and quenched with 0.2 ml of meoh and 0.2 ml of concentrated hydrochloric acid (HCl). The resulting mixture was stirred at room temperature for 2 hours and concentrated to dryness. The residue was quenched with ... Reactants: Cl, COc1ccc(-c2cc(C#N)c3cc(O)ccc3c2)cc1, c1cc[nH+]cc1. The product is N#Cc1cc(-c2ccc(O)cc2)cc2ccc(O)cc12. Reaction SMILES: [ClH:28].[OH:1][c:2]1[cH:3][cH:4][c:5]2[cH:6][c:7](-[c:14]3[cH:15][cH:16][c:17]([O:20][CH3:21])[cH:18][cH:19]3)[cH:8][c:9]([C:12]#[N:13])[c:10]2[cH:11]1.[nH+:22]1[cH:23][cH:24][cH:25][cH:26][cH:27]1>>[OH:1][c:2]1[cH:3][cH:4][c:5]2[cH:6][c:7](-[c:14]3[cH:15][cH:16][c:17]([OH:20])[cH:18][cH:19]3)[cH:8][c:9]([C:12]#[N:13])[c:10]2[cH:11]1. Starting materials: [H][H] (hydrogen), C(C1=CC=CC=C1)OC1=CC=C(C=C1)C(C(F)(F)F)O (1-benzyloxy-4-(1-hydroxy-2,2,2-trifluoroethyl)benzene). The reagents and catalysts are [Pd] (palladium). Solvent: C(C)(=O)O (acetic acid). Product: OC(C(F)(F)F)C1=CC=C(C=C1)O (4-(1-hydroxy-2,2,2-trifluoroethyl)phenol). RXN SMILES: [H][H].C([O:10][C:11]1[CH:16]=[CH:15][C:14]([CH:17]([OH:22])[C:18]([F:21])([F:20])[F:19])=[CH:13][CH:12]=1)C1C=CC=CC=1>C(O)(=O)C.[Pd]>[OH:22][CH:17]([C:14]1[CH:15]=[CH:16][C:11]([OH:10])=[CH:12][CH:13]=1)[C:18]([F:20])([F:21])[F:19]. Procedure: At 50° C. and a hydrogen pressure of 5 bar, 65.7 g (233 mmol) of 1-benzyloxy-4-(1-hydroxy-2,2,2-trifluoroethyl)benzene were hydrogenated in the presence of 5.2 g of palladium (10% on carbon) in 500 ml of glacial acetic acid. The catalyst was filtered off and the mixture was concentrated. This gave 44.1 g (99% of theory) of the product as a colourless oil. The reactants are C(C)OC(=O)C=1OC2=C(C1)C=C(C=C2)C(CC)(O)CC (5-(1-Ethyl-1-hydroxy-propyl)-benzofuran-2-carboxylic acid ethyl ester), C1(=CC=CC=C1O)C (o-cresol), B(F)(F)F.CCOCC (BF3 Et2O). Product: C(C)OC(=O)C=1OC2=C(C1)C=C(C=C2)C(CC)(C2=CC(=C(C=C2)O)C)CC (5-[1-Ethyl-1-(4-hydroxy-3-methyl-phenyl)-propyl]-benzofuran-2-carboxylic acid ethyl ester). The yield is 87.7%. Reaction SMILES: [CH2:1]([O:3][C:4]([C:6]1[O:7][C:8]2[CH:14]=[CH:13][C:12]([C:15]([CH2:19][CH3:20])(O)[CH2:16][CH3:17])=[CH:11][C:9]=2[CH:10]=1)=[O:5])[CH3:2].[C:21]1([CH3:28])[C:26]([OH:27])=[CH:25]C=C[CH:22]=1.B(F)(F)F.[CH3:33][CH2:34]OCC>>[CH2:1]([O:3][C:4]([C:6]1[O:7][C:8]2[CH:14]=[CH:13][C:12]([C:15]([CH2:33][CH3:34])([C:19]3[CH:20]=[CH:25][C:26]([OH:27])=[C:21]([CH3:28])[CH:22]=3)[CH2:16][CH3:17])=[CH:11][C:9]=2[CH:10]=1)=[O:5])[CH3:2] |f:2.3|. Procedure details: 5-(1-Ethyl-1-hydroxy-propyl)-benzofuran-2-carboxylic acid ethyl ester (5.70 g, 22.1 mmol) and o-cresol (2.86 g, 26.5 mmol) and BF3-Et2O (3.13 g, 22.1 mmol) are reacted analogous to Example 1D to give the title compound (7.10 g, 88%). The reactants are C1(=CC=CC=C1)COC(N(COCC[Si](C)(C)C)[C@@H](C)C1=NC=2C(=NC=C(C2)Br)N1COCC[Si](C)(C)C)=O (phenylmethyl{(1S)-1-[6-bromo-3-({[2-(trimethylsilyl)ethyl]oxy}methyl)-3H-imidazo[4,5-b]pyridin-2-yl]ethyl}({[2-(trimethylsilyl)ethyl]oxy}methyl)carbamate), C(C)[C@H]1CCC=2C(=NC=NC2C1)N1CCOC2=C(C1)C=C(C=C2)B(O)O ({4-[(7S)-7-ethyl-5,6,7,8-tetrahydroquinazolin-4-yl]-2,3,4,5-tetrahydro-1,4-benzoxazepin-7-yl}boronic acid). The product is C(C)[C@H]1CCC=2C(=NC=NC2C1)N1CCOC2=C(C1)C=C(C=C2)C=2C=C1C(=NC2)N=C(N1)[C@H](C)N ((1S)-1-(6-{4-[(7S)-7-ethyl-5,6,7,8-tetrahydroquinazolin-4-yl]-2,3,4,5-tetrahydro-1,4-benzoxazepin-7-yl}-1H-imidazo[4,5-b]pyridin-2-yl)ethanamine). As a reaction SMILES: C1(COC(=O)[N:10]([C@H:19]([C:21]2[N:30](COCC[Si](C)(C)C)[C:24]3=[N:25][CH:26]=[C:27](Br)[CH:28]=[C:23]3[N:22]=2)[CH3:20])COCC[Si](C)(C)C)C=CC=CC=1.[CH2:40]([C@@H:42]1[CH2:51][C:50]2[N:49]=[CH:48][N:47]=[C:46]([N:52]3[CH2:58][C:57]4[CH:59]=[C:60](B(O)O)[CH:61]=[CH:62][C:56]=4[O:55][CH2:54][CH2:53]3)[C:45]=2[CH2:44][CH2:43]1)[CH3:41]>>[CH2:40]([C@@H:42]1[CH2:51][C:50]2[N:49]=[CH:48][N:47]=[C:46]([N:52]3[CH2:58][C:57]4[CH:59]=[C:60]([C:27]5[CH:28]=[C:23]6[NH:22][C:21]([C@@H:19]([NH2:10])[CH3:20])=[N:30][C:24]6=[N:25][CH:26]=5)[CH:61]=[CH:62][C:56]=4[O:55][CH2:54][CH2:53]3)[C:45]=2[CH2:44][CH2:43]1)[CH3:41]. Reported procedure: Prepared according to the method of example 5 by using phenylmethyl{(1S)-1-[6-bromo-3-({[2-(trimethylsilyl)ethyl]oxy}methyl)-3H-imidazo[4,5-b]pyridin-2-yl]ethyl}({[2-(trimethylsilyl)ethyl]oxy}methyl)carbamate (reagent preparation 19) and {4-[(7S)-7-ethyl-5,6,7,8-tetrahydroquinazolin-4-yl]-2,3,4,5-tetrahydro-1,4-benzoxazepin-7-yl}boronic acid (reagent preparation 23) in step 1. 1H NMR (400 MHz, Methanol-d4): 8.56 (s, 1H), 8.31 (s, 1H), 8.15 (s, 1H), 7.59 (s, 1H), 7.50 (d, 1H), 7.07 (d, 1H), 4.80 ... The reactants are N1=CC(=CC=C1)C1N(C2C=CC1CC2)C(=O)OCC (3-(3-pyridyl)-2-carboethoxy-2-azabicyclo[2.2.2]oct-5-ene), compound ( II ). Solvent: C(C)(=O)O (acetic acid), [Pd] (Pd/C). Product: N1=CC(=CC=C1)C1N(C2CCC1CC2)C(=O)OCC ((+/-)-3-(3-pyridyl)-2-carboethoxy-2-azabicyclo[2.2.2]octane). Isolated yield 98.0%. Reaction SMILES: [N:1]1[CH:6]=[CH:5][CH:4]=[C:3]([CH:7]2[CH:12]3[CH2:13][CH2:14][CH:9]([CH:10]=[CH:11]3)[N:8]2[C:15]([O:17][CH2:18][CH3:19])=[O:16])[CH:2]=1>C(O)(=O)C.[Pd]>[N:1]1[CH:6]=[CH:5][CH:4]=[C:3]([CH:7]2[CH:12]3[CH2:11][CH2:10][CH:9]([CH2:14][CH2:13]3)[N:8]2[C:15]([O:17][CH2:18][CH3:19])=[O:16])[CH:2]=1. Procedure: A solution of the (+/-)-endo and (+/-)-exo isomers of 3-(3-pyridyl)-2-carboethoxy-2-azabicyclo[2.2.2]oct-5-ene, compound (II), (750 mg, 2.90 mmol) in glacial acetic acid (0.5 mL) and Pd/C (10%) was shaken under a H2 atmosphere in a Parr apparatus for 2 hours. The catalyst was removed by Alteration over a bed of Celite and the filterate was basified by addition of a solution of 40% of NaOH in water. The aqueous basic solution was extracted with dichloromethane (4×20 mL) to give 740 mg (98%) of co... Reactants: C(CCCCCCC)C=1C=CC(=[N+](C1)[O-])C1=CC=C(C=C1)OCCCCCCCC (5-octyl-2-(4-octyloxyphenyl)pyridine N-oxide), C(C)(=O)OC(C)=O (acetic anhydride). Reaction conditions: time 1 hour. The product is C(CCCCCCC)C=1C(NC(=CC1)C1=CC=C(C=C1)OCCCCCCCC)=O (3-octyl-6-(4-octyloxyphenyl)-1H-2-pyridone). As a reaction SMILES: [CH2:1]([C:9]1[CH:10]=[CH:11][C:12]([C:16]2[CH:21]=[CH:20][C:19]([O:22][CH2:23][CH2:24][CH2:25][CH2:26][CH2:27][CH2:28][CH2:29][CH3:30])=[CH:18][CH:17]=2)=[N+:13]([O-])[CH:14]=1)[CH2:2][CH2:3][CH2:4][CH2:5][CH2:6][CH2:7][CH3:8].C(OC(=O)C)(=[O:33])C>>[CH2:1]([C:9]1[C:14](=[O:33])[NH:13][C:12]([C:16]2[CH:21]=[CH:20][C:19]([O:22][CH2:23][CH2:24][CH2:25][CH2:26][CH2:27][CH2:28][CH2:29][CH3:30])=[CH:18][CH:17]=2)=[CH:11][CH:10]=1)[CH2:2][CH2:3][CH2:4][CH2:5][CH2:6][CH2:7][CH3:8]. Procedure: 2.20 g (5.4 mmol) of 5-octyl-2-(4-octyloxyphenyl)pyridine N-oxide are refluxed in 30 ml of acetic anhydride for 4 hours. The acetic anhydride is then distilled off, and the residue is taken up in 10 ml of 1:1 methylene chloride/methanol, and the mixture is stirred with methanolic potassium hydroxide solution for 1 hour. Washing with water and concentrated ammonium chloride solution, drying over sodium sulfate, filtration, removal of the solvent by distillation and recrystallization from 8:2 n-he... The reactants are C(C)OC(=O)C1=C(N(C2=CC=C(C=C12)OC1=NC=C(C=C1)C(F)(F)F)C1=CC=C(C=C1)OC(C)C)CC(=O)O (2-Carboxymethyl-1-(4-isopropoxyphenyl)-5-(5-trifluoromethyl-2-pyridinyloxy)indole-3-carboxylic acid ethyl ester), C(=O)([O-])[O-].[K+].[K+] (K2CO3), COC(C1=C(N=C(C=C1)C)Cl)=O (2-chloro-6-methylnicotinic acid methyl ester), C1COCCOCCOCCOCCOCCO1 (18-crown-6). Run in CN(C)C=O (DMF). Reaction conditions: temperature 90 celsius. Yields the product C(C)OC(=O)C1=C(N(C2=CC=C(C=C12)OC1=NC(=CC=C1C(=O)OC)C)C1=CC=C(C=C1)OC(C)C)CC(=O)OCC (2-Ethoxycarbonylmethyl-1-(4-isopropoxyphenyl)-5-(3-methoxycarbonyl-6-methyl-2-pyridinyloxy)indole-3-carboxylic acid ethyl ester). Reaction SMILES: [CH2:1]([O:3][C:4]([C:6]1[C:14]2[C:9](=[CH:10][CH:11]=[C:12]([O:15]C3C=CC(C(F)(F)F)=CN=3)[CH:13]=2)[N:8]([C:26]2[CH:31]=[CH:30][C:29]([O:32][CH:33]([CH3:35])[CH3:34])=[CH:28][CH:27]=2)[C:7]=1[CH2:36][C:37]([OH:39])=[O:38])=[O:5])[CH3:2].C([O-])([O-])=O.[K+].[K+].[CH3:46][O:47][C:48](=[O:57])[C:49]1[CH:54]=[CH:53][C:52]([CH3:55])=[N:51][C:50]=1Cl.[CH2:58]1OCCOCCOCCOCCOCCO[CH2:59]1>CN(C=O)C>[CH2:1]([O:3][C:4]([C:6]1[C:14]2[C:9](=[CH:10][CH:11]=[C:12]([O:15][C:50]3[C:49]([C:48]([O:47][CH3:46])=[O:57])=[CH:54][CH:53]=[C:52]([CH3:55])[N:51]=3)[CH:13]=2)[N:8]([C:26]2[CH:27]=[CH:28][C:29]([O:32][CH:33]([CH3:35])[CH3:34])=[CH:30][CH:31]=2)[C:7]=1[CH2:36][C:37]([O:39][CH2:58][CH3:59])=[O:38])=[O:5])[CH3:2] |f:1.2.3|. Procedure: The sub-title compound was prepared in accordance with step (a) Example 24 from 2-ethoxycarbonylmethyl-5-hydroxy-1-(4-isopropoxyphenyl)-indole-3-carboxylic acid ethyl ester (250 mg, 0.59 mmol, see (b) Example 12), K2CO3 (244 mg, 1.77 mmol), 2-chloro-6-methylnicotinic acid methyl ester (163 mg, 0.88 mmol), 18-crown-6 (16 mg, 0.06 mmol) and DMF (2 mL). The reaction mixture was heated at 90° C. for 4 d and worked-up as described before. Yield 80 mg (32%). The reactants are [H-].[Na+] (sodium hydride), N1=CC(=CC=C1)CC#N (Pyridin-3-ylacetonitrile), ClC=1N=NC(=CC1)OC (3-chloro-6-methoxypyridazine). Run in CN(C=O)C (dimethylformamide). Reaction conditions: temperature -4 celsius, time 45 minute. Product: COC1=CC=C(N=N1)C(C#N)C=1C=NC=CC1 ((6-methoxypyridazin-3-yl)pyridin-3-ylacetonitrile). The yield is 69.1%. RXN SMILES: [N:1]1[CH:6]=[CH:5][CH:4]=[C:3]([CH2:7][C:8]#[N:9])[CH:2]=1.[H-].[Na+].Cl[C:13]1[N:14]=[N:15][C:16]([O:19][CH3:20])=[CH:17][CH:18]=1>CN(C)C=O>[CH3:20][O:19][C:16]1[N:15]=[N:14][C:13]([CH:7]([C:3]2[CH:2]=[N:1][CH:6]=[CH:5][CH:4]=2)[C:8]#[N:9])=[CH:18][CH:17]=1 |f:1.2|. Procedure: Pyridin-3-ylacetonitrile (14.3 g, 0.119 mol) were dissolved in dimethylformamide (300 ml) at 21° C. under a nitrogen atmosphere. The solution was cooled to −4° C., and sodium hydride (60% suspension in paraffin oil, 9.96 g, 0.249 mol) was added in portions. The resultant brown suspension was stirred at 0° C. for 45 minutes, and 3-chloro-6-methoxypyridazine (34.47 g, 0.231 mol) was subsequently added. The mixture was heated to 70° C. and stirred for 3 hours. After cooling, conventional work-up ga...